Dataset: the Open Reaction Database (ORD), a public repository of structured organic reaction records. Task: describe an organic reaction: reactants, conditions, products, and yield Reactants: C(C1=CC=CC=C1)N(C[Si](C)(C)C)COC (benzyl-methoxymethyl-trimethylsilanylmethyl-amine), [N+](=O)([O-])C=C1COC1 (3-nitromethylene-oxetane), FC(C(=O)O)(F)F (trifluoroacetic acid). The solvent is ClCCl (dichloromethane). Run at time 2 hour. Yields the product C(C1=CC=CC=C1)N1CC2(COC2)C(C1)[N+](=O)[O-] (6-Benzyl-8-nitro-2-oxa-6-aza-spiro[3.4]octane). The yield is 67.1%. RXN SMILES: [CH2:1]([N:8]([CH2:14]OC)[CH2:9][Si](C)(C)C)[C:2]1[CH:7]=[CH:6][CH:5]=[CH:4][CH:3]=1.[N+:17]([CH:20]=[C:21]1[CH2:24][O:23][CH2:22]1)([O-:19])=[O:18].FC(F)(F)C(O)=O>ClCCl>[CH2:1]([N:8]1[CH2:9][CH:20]([N+:17]([O-:19])=[O:18])[C:21]2([CH2:24][O:23][CH2:22]2)[CH2:14]1)[C:2]1[CH:3]=[CH:4][CH:5]=[CH:6][CH:7]=1. Procedure: To a solution of benzyl-methoxymethyl-trimethylsilanylmethyl-amine (3.0 g, 12.6 mmol) and 3-nitromethylene-oxetane (1.38 g, 12.0 mmol) in dichloromethane (60 mL) was added trifluoroacetic acid (0.93 mL, 12.6 mmol) dropwise. The mixture was stirred at room temperature for 2 hours, quenched with sodium carbonate, extracted with dichloromethane. The organic layer was dried over sodium sulfate, concentrated in vacuo. The residue was purified by column chromatography on silica gel to give 2 g of prod... The reactants are O=C([O-])[O-], CCOC(=O)CCc1cn(Cc2ccc(O)cc2)nc1OCC, CN(C)C=O, ClCc1cncc(-c2ccccc2)c1, [K+], [K+], O. Yields the product CCOC(=O)CCc1cn(Cc2ccc(OCc3cncc(-c4ccccc4)c3)cc2)nc1OCC. As a reaction SMILES: [C:38](=[O:39])([O-:40])[O-:41].[CH2:1]([CH3:2])[O:3][c:4]1[n:5][n:6]([CH2:16][c:17]2[cH:18][cH:19][c:20]([OH:23])[cH:21][cH:22]2)[cH:7][c:8]1[CH2:9][CH2:10][C:11](=[O:12])[O:13][CH2:14][CH3:15].[CH3:44][N:45]([CH3:46])[CH:47]=[O:48].[Cl:24][CH2:25][c:26]1[cH:27][n:28][cH:29][c:30](-[c:32]2[cH:33][cH:34][cH:35][cH:36][cH:37]2)[cH:31]1.[K+:42].[K+:43].[OH2:49]>>[CH2:1]([CH3:2])[O:3][c:4]1[n:5][n:6]([CH2:16][c:17]2[cH:18][cH:19][c:20]([O:23][CH2:25][c:26]3[cH:27][n:28][cH:29][c:30](-[c:32]4[cH:33][cH:34][cH:35][cH:36][cH:37]4)[cH:31]3)[cH:21][cH:22]2)[cH:7][c:8]1[CH2:9][CH2:10][C:11](=[O:12])[O:13][CH2:14][CH3:15]. Reactants: C(C)(C)(C)NC1=C(N=C2N1C=CC=C2)C=2SC(=CC2)C#CC2=NC=CC=C2 (N-tert-butyl-2-(5-(pyridin-2-ylethynyl)thiophen-2-yl)imidazo[1,2-a]pyridin-3-amine), O (water), Cl[Si](C)(C)C (chlorotrimethylsilane). Reaction conditions: time 16 hour. As a reaction SMILES: [C:1]([NH:5][C:6]1[N:10]2[CH:11]=[CH:12][CH:13]=[CH:14][C:9]2=[N:8][C:7]=1[C:15]1[S:16][C:17]([C:20]#[C:21][C:22]2[CH:27]=[CH:26][CH:25]=[CH:24][N:23]=2)=[CH:18][CH:19]=1)([CH3:4])([CH3:3])[CH3:2].O.[Cl:29][Si](C)(C)C>C(Cl)Cl>[ClH:29].[C:1]([NH:5][C:6]1[N:10]2[CH:11]=[CH:12][CH:13]=[CH:14][C:9]2=[N:8][C:7]=1[C:15]1[S:16][C:17]([C:20]#[C:21][C:22]2[CH:27]=[CH:26][CH:25]=[CH:24][N:23]=2)=[CH:18][CH:19]=1)([CH3:4])([CH3:2])[CH3:3] |f:4.5|. The product is Cl.C(C)(C)(C)NC1=C(N=C2N1C=CC=C2)C=2SC(=CC2)C#CC2=NC=CC=C2 (N-tert-butyl-2-(5-(pyridin-2-ylethynyl)thiophen-2-yl)imidazo[1,2-a]pyridin-3-amine hydrochloride). Reported procedure: A solution of 6.93 g (18.6 mmol) of N-tert-butyl-2-(5-(pyridin-2-ylethynyl)thiophen-2-yl)imidazo[1,2-a]pyridin-3-amine (Example 94) in DCM (180 ml) was combined with 335 μl (18.6 mmol) of water and 2.35 ml (18.6 mmol) of chlorotrimethylsilane and stirred at RT for 16 h. The resultant precipitate was filtered out and dried under a vacuum at 40° C., 6.09 g (14.8 mmol, 80%) of N-tert-butyl-2-(5-(pyridin-2-ylethynyl)thiophen-2-yl)imidazo[1,2-a]pyridin-3-amine hydrochloride being obtained. The yield is 79.6%. Run in C(Cl)Cl (DCM). The reactants are C=1C=CC2=C(C1)N=NN2O (HOBT), CCN=C=NCCCN(C)C.Cl (WSC hydrochloride), C(C)OC=1C=C(C(=O)O)C=C(C1C=1C=NNC1)OCC (3,5-diethoxy-4-(1H-pyrazol-4-yl)benzoic acid), Cl.N1N=NN=C1C=1C=C2C(CC3(CCNCC3)OC2=CC1)=O (6-(tetrazol-5-yl)spiro [chroman-2,4′-piperidin]-4-one hydrochloride). The solvent is O (Water), CN(C)C=O (DMF), CCN(CC)CC (Et3N). Reaction conditions: time 8 hour. The product is C(C)OC=1C=C(C=C(C1C=1C=NNC1)OCC)C(=O)N1CCC2(CC1)OC1=CC=C(C=C1C(C2)=O)C2=NN=NN2 (1′-{[3,5-Diethoxy-4-(1H-pyrazol-4-yl)phenyl]carbonyl}-6-(tetrazol-5-yl)spiro[chroman-2,4′-piperidin]-4-one). As a reaction SMILES: C1C=CC2N(O)N=NC=2C=1.CCN=C=NCCCN(C)C.Cl.[CH2:23]([O:25][C:26]1[CH:27]=[C:28]([CH:32]=[C:33]([O:40][CH2:41][CH3:42])[C:34]=1[C:35]1[CH:36]=[N:37][NH:38][CH:39]=1)[C:29]([OH:31])=O)[CH3:24].Cl.[NH:44]1[C:48]([C:49]2[CH:50]=[C:51]3[C:61](=[CH:62][CH:63]=2)[O:60][C:54]2([CH2:59][CH2:58][NH:57][CH2:56][CH2:55]2)[CH2:53][C:52]3=[O:64])=[N:47][N:46]=[N:45]1>O.CN(C=O)C.CCN(CC)CC>[CH2:41]([O:40][C:33]1[CH:32]=[C:28]([C:29]([N:57]2[CH2:58][CH2:59][C:54]3([CH2:53][C:52](=[O:64])[C:51]4[C:61](=[CH:62][CH:63]=[C:49]([C:48]5[NH:47][N:46]=[N:45][N:44]=5)[CH:50]=4)[O:60]3)[CH2:55][CH2:56]2)=[O:31])[CH:27]=[C:26]([O:25][CH2:23][CH3:24])[C:34]=1[C:35]1[CH:36]=[N:37][NH:38][CH:39]=1)[CH3:42] |f:1.2,4.5|. Reported procedure: Et3N (83 μL), HOBT (46 mg) and WSC hydrochloride (58 mg) were added to a DMF (4 mL) solution of 3,5-diethoxy-4-(1H-pyrazol-4-yl)benzoic acid (97 mg) and 6-(tetrazol-5-yl)spiro [chroman-2,4′-piperidin]-4-one hydrochloride (70 mg), stirred overnight at room temperature. Water was added to the reaction liquid, the formed solid was taken out through filtration, and the solid was washed with water and ether. The solid was dried under reduced pressure to obtain the title compound. 1H-NMR (400 MHz, DMS...